This data is from the Open Reaction Database (ORD), a public repository of structured organic reaction records. The task is: describe an organic reaction: reactants, conditions, products, and yield The reactants are CC=1N=C(SC1)NC(=O)C1=NC=CN=C1Br (3-bromo-pyrazine-2-carboxylic acid (4-methyl-thiazol-2-yl)-amide), FC=1C=C(N)C=CC1 (3-fluoroaniline). Product: CC=1N=C(SC1)NC(=O)C1=NC=CN=C1NC1=CC(=CC=C1)F (3-(3-Fluoro-phenylamino)-pyrazine-2-carboxylic acid (4-methyl-thiazol-2-yl)-amide). As a reaction SMILES: [CH3:1][C:2]1[N:3]=[C:4]([NH:7][C:8]([C:10]2[C:15](Br)=[N:14][CH:13]=[CH:12][N:11]=2)=[O:9])[S:5][CH:6]=1.[F:17][C:18]1[CH:19]=[C:20]([CH:22]=[CH:23][CH:24]=1)[NH2:21]>>[CH3:1][C:2]1[N:3]=[C:4]([NH:7][C:8]([C:10]2[C:15]([NH:21][C:20]3[CH:22]=[CH:23][CH:24]=[C:18]([F:17])[CH:19]=3)=[N:14][CH:13]=[CH:12][N:11]=2)=[O:9])[S:5][CH:6]=1. Procedure details: The title compound, MS: m/e=330.1 (M+H+), was prepared in accordance with the general method of example 4, step 2 from 3-bromo-pyrazine-2-carboxylic acid (4-methyl-thiazol-2-yl)-amide and 3-fluoroaniline.